This data is from the Open Reaction Database (ORD), a public repository of structured organic reaction records. The task is: describe an organic reaction: reactants, conditions, products, and yield The reactants are ClS(=O)(=O)O (chlorosulfonic acid), O1CCOC2=C1C=CC=C2C(=O)O (1,4-benzodioxane-5-carboxylic acid). Run at temperature 55 celsius. Product: ClS(=O)(=O)C=1C=C(C2=C(OCCO2)C1)C(=O)O (7-chlorosulfonyl-1,4-benzodioxane-5-carboxylic acid). Yield: 93.4%. RXN SMILES: [Cl:1][S:2]([OH:5])(=O)=[O:3].[O:6]1[C:11]2[CH:12]=[CH:13][CH:14]=[C:15]([C:16]([OH:18])=[O:17])[C:10]=2[O:9][CH2:8][CH2:7]1>>[Cl:1][S:2]([C:13]1[CH:14]=[C:15]([C:16]([OH:18])=[O:17])[C:10]2[O:9][CH2:8][CH2:7][O:6][C:11]=2[CH:12]=1)(=[O:5])=[O:3]. Reported procedure: 670 g of chlorosulfonic acid were introduced into a balloon flask provided with a condenser and a thermometer. 173 g of 1,4-benzodioxane-5-carboxylic acid were added in portions with the temperature being maintained at 5°-10° C. The mixture was heated at 55° C. and then cooled and poured into ice. The precipitate was dried off, washed and dried again. 250 g of 7-chlorosulfonyl-1,4-benzodioxane-5-carboxylic acid were obtained (M.P.: 210°-215° C.; yield: 93.5%). The reactants are ClCC=1C=C(C=CC1OC1=CC=C(C=C1)C)C (3-chloromethyl-4-(4-methyl-phenoxy)-toluene), CS(=O)C (dimethylsulfoxide), CS(=O)C (dimethylsulfoxide), [C-]#N.[Na+] (sodium cyanide). Solvent: O (water). Reaction conditions: temperature 36 celsius, time 4 hour. Product: CC1=CC=C(OC2=C(C=C(C=C2)C)CC#N)C=C1 (2-(4-methyl-phenoxy)-5-methyl-phenylacetonitrile). RXN SMILES: Cl[CH2:2][C:3]1[CH:4]=[C:5]([CH3:17])[CH:6]=[CH:7][C:8]=1[O:9][C:10]1[CH:15]=[CH:14][C:13]([CH3:16])=[CH:12][CH:11]=1.CS(C)=O.[C-:22]#[N:23].[Na+]>O>[CH3:16][C:13]1[CH:14]=[CH:15][C:10]([O:9][C:8]2[CH:7]=[CH:6][C:5]([CH3:17])=[CH:4][C:3]=2[CH2:2][C:22]#[N:23])=[CH:11][CH:12]=1 |f:2.3|. Reported procedure: A solution of 108 g. of 3-chloromethyl-4-(4-methyl-phenoxy)-toluene in 70 ml. of dimethylsulfoxide is added dropwise at 20°-25° C. to a suspension of 23 g. of sodium cyanide in 35 ml. of dimethylsulfoxide. The mixture is subsequently stirred for 4 hours at 36° C., then diluted with 1 Liter of water and extracted three times with benzene. The benzene extracts are washed three times with water, then dried over sodium sulfate and evaporated in vacuo, and there is obtained crude 2-(4-methyl-phenoxy)... The reactants are O (water), CC(C)([O-])C.[K+] (potassium tert.butoxide), CI (methyl iodide), COC=1C=C(C=CC1OC)C1=CC(NC(=N1)C)=O (3,4-dihydro-6-(3,4 dimethoxyphenyl)-2-methylpyrimidin-4-one). The solvent is CN(C=O)C (N,N-dimethylformamide). Yields the product COC=1C=C(C=CC1OC)C1=CC(N(C(=N1)C)C)=O (3,4-dihydro-6-(3,4-dimethoxyphenyl)-2,3-dimethylpyrimidin-4-one). The yield is 65.3%. Reaction SMILES: [CH3:1][O:2][C:3]1[CH:4]=[C:5]([C:11]2[N:16]=[C:15]([CH3:17])[NH:14][C:13](=[O:18])[CH:12]=2)[CH:6]=[CH:7][C:8]=1[O:9][CH3:10].[CH3:19]C(C)([O-])C.[K+].CI.O>CN(C)C=O>[CH3:1][O:2][C:3]1[CH:4]=[C:5]([C:11]2[N:16]=[C:15]([CH3:17])[N:14]([CH3:19])[C:13](=[O:18])[CH:12]=2)[CH:6]=[CH:7][C:8]=1[O:9][CH3:10] |f:1.2|. Procedure: To a suspension of 3,4-dihydro-6-(3,4 dimethoxyphenyl)-2-methylpyrimidin-4-one (2.0 g) in N,N-dimethylformamide (20 ml) were added potassium tert.butoxide (1.08 g) and methyl iodide (1.0 ml), and stirred at ambient temperature for an hour. Resulting mixture was poured into water, and extracted with ethyl acetate. The organic layer was chromatographed on silica gel eluting with chloroform to give 3,4-dihydro-6-(3,4-dimethoxyphenyl)-2,3-dimethylpyrimidin-4-one (1.38 g). Starting materials: CCC(=O)C(NC(=O)OCc1ccccc1)C(C)C, [H][H], C1CCOC1. Yields the product CCC(=O)C(N)C(C)C. RXN SMILES: [CH2:1]([O:2][C:3](=[O:4])[NH:11][CH:12]([C:13]([CH2:14][CH3:15])=[O:16])[CH:17]([CH3:18])[CH3:19])[c:5]1[cH:6][cH:7][cH:8][cH:9][cH:10]1.[H:20][H:21].[O:22]1[CH2:23][CH2:24][CH2:25][CH2:26]1>>[NH2:11][CH:12]([C:13]([CH2:14][CH3:15])=[O:16])[CH:17]([CH3:18])[CH3:19].